Dataset: the Open Reaction Database (ORD), a public repository of structured organic reaction records. Task: describe an organic reaction: reactants, conditions, products, and yield Reactants: C1(CCN2C1=CC=1C=CC=CC21)N(C(=O)N)O (N-(2,3-Dihydro-1H-pyrrolo[1,2-a]indol-1-yl)-N-hydroxy urea), ClN1C(CCC1=O)=O (N-chlorosuccinimide). Solvent: C1CCOC1 (THF). Run at time 30 minute. Yields the product ClC1=C2N(C=3C=CC=CC13)CCC2N(C(=O)N)O (N-(9-Chloro-2,3-dihydro-1H-pyrrolo[1,2-a]indol-1-yl)-N-hydroxy urea). RXN SMILES: [CH:1]1([N:13]([OH:17])[C:14]([NH2:16])=[O:15])[C:5]2=[CH:6][C:7]3[CH:8]=[CH:9][CH:10]=[CH:11][C:12]=3[N:4]2[CH2:3][CH2:2]1.[Cl:18]N1C(=O)CCC1=O>C1COCC1>[Cl:18][C:6]1[C:7]2[CH:8]=[CH:9][CH:10]=[CH:11][C:12]=2[N:4]2[CH2:3][CH2:2][CH:1]([N:13]([OH:17])[C:14]([NH2:16])=[O:15])[C:5]=12. Reported procedure: To a suspension of N-(2,3-dihydro-1H-pyrrolo[1,2-a]indol-1-yl)-N-hydroxy urea (from Example 1, 231 mg, 1 mmol) in THF (9 mL) there was added N-chlorosuccinimide (147 mg, 1.1 mmol) and the mixture was stirred at r.t. for 30 minutes as a clear solution resulted. After evaporation to dryness, the residue was partitioned between H2O and EtOAc. The product obtained from evaporation of the organic fraction was chromatographed on a short column of silica gel, eluting with 5% EtOH in CH2Cl2 to afford a ... Conditions: temperature 30 celsius, time 2 hour. Yields the product OC(C)C1=NOC(=C1)C1=NC=CC=N1 ((RS)-2-(3-(1-Hydroxyethyl)-isoxazol-5-yl)-pyrimidine). The reactants are [BH4-].[Na+] (sodium borohydride), O=C(C)C1=NOC(=C1)C1=NC=CC=N1 (2-(3-(1-oxo-ethyl)-isoxazol-5-yl)-pyrimidine), O (water). RXN SMILES: [O:1]=[C:2]([C:4]1[CH:8]=[C:7]([C:9]2[N:14]=[CH:13][CH:12]=[CH:11][N:10]=2)[O:6][N:5]=1)[CH3:3].[BH4-].[Na+].O>CO>[OH:1][CH:2]([C:4]1[CH:8]=[C:7]([C:9]2[N:14]=[CH:13][CH:12]=[CH:11][N:10]=2)[O:6][N:5]=1)[CH3:3] |f:1.2|. Run in CO (methanol). Procedure: To a mixture of 2-(3-(1-oxo-ethyl)-isoxazol-5-yl)-pyrimidine (1.2 gm) in methanol (20 ml) was added sodium borohydride (0.485 gm) in lots at 0° C. It was stirred at 30° C. over a period of 2 h. The reaction mixture was evaporated under vacuum to provide a residue. The residue was stirred with water and extracted with ethyl acetate (25 ml X3). Combined organic layers was washed with aqueous sodium bicarbonate solution followed by water and concentrated under vacuum to provide title compound in 1.... Reactants: OC1=C(C=C(C=C1)CC(=O)NC)[N+](=O)[O-] (4-hydroxy-N-methyl-3 -nitrobenzeneacetamide), C([O-])([O-])=O.[K+].[K+] (potassium carbonate), S(=O)(=O)(OC)OC (dimethyl sulfate), S(=O)(=O)(OC)[O-] (methyl sulfate). The solvent is CN(C)C=O (DMF), O (water). Product: COC1=C(C=C(C=C1)CC(=O)NC)[N+](=O)[O-] (4-Methoxy-N-methyl-3-nitrobenzeneacetamide). Yield: 82.0%. RXN SMILES: [OH:1][C:2]1[CH:7]=[CH:6][C:5]([CH2:8][C:9]([NH:11][CH3:12])=[O:10])=[CH:4][C:3]=1[N+:13]([O-:15])=[O:14].[C:16](=O)([O-])[O-].[K+].[K+].S(OC)(OC)(=O)=O.S([O-])(OC)(=O)=O>CN(C=O)C.O>[CH3:16][O:1][C:2]1[CH:7]=[CH:6][C:5]([CH2:8][C:9]([NH:11][CH3:12])=[O:10])=[CH:4][C:3]=1[N+:13]([O-:15])=[O:14] |f:1.2.3|. Reported procedure: To a solution of 4.2 g (19.8 mmol) of 4-hydroxy-N-methyl-3 -nitrobenzeneacetamide in 50 mL of DMF containing 5.5 g of anhydrous potassium carbonate was added 5.6 mL of dimethyl sulfate. The mixture was heated at 60°-70° C. for 45 min, treated with an additional 3.0 mL of methyl sulfate, and heated for another 30 min. The mixture was cooled, poured into 200 mL water, and extracted with dichloromethane. The extracts were washed with water, dried and evaporated to give a solid which was recrystalli... Starting materials: BrCC1=CC2=C(N=C(O2)N(C=O)CC)C=C1 (6-bromomethyl-2-(N-ethylformamido)benzoxazole), C1(=CC=CC=C1)P(C1=CC=CC=C1)C1=CC=CC=C1 (triphenylphosphine). Solvent: O1CCCC1 (tetrahydrofuran). Yields the product [Br-].C(C)N(C=O)C=1OC2=C(N1)C=CC(=C2)C[P+](C2=CC=CC=C2)(C2=CC=CC=C2)C2=CC=CC=C2 ([2-(N-ethylformamido)benzoxazol-6-yl]methyltriphenylphosphonium bromide). Isolated yield 76.6%. Reaction SMILES: [Br:1][CH2:2][C:3]1[CH:16]=[CH:15][C:6]2[N:7]=[C:8]([N:10]([CH2:13][CH3:14])[CH:11]=[O:12])[O:9][C:5]=2[CH:4]=1.[C:17]1([P:23]([C:30]2[CH:35]=[CH:34][CH:33]=[CH:32][CH:31]=2)[C:24]2[CH:29]=[CH:28][CH:27]=[CH:26][CH:25]=2)[CH:22]=[CH:21][CH:20]=[CH:19][CH:18]=1>O1CCCC1>[Br-:1].[CH2:13]([N:10]([C:8]1[O:9][C:5]2[CH:4]=[C:3]([CH2:2][P+:23]([C:24]3[CH:25]=[CH:26][CH:27]=[CH:28][CH:29]=3)([C:30]3[CH:35]=[CH:34][CH:33]=[CH:32][CH:31]=3)[C:17]3[CH:18]=[CH:19][CH:20]=[CH:21][CH:22]=3)[CH:16]=[CH:15][C:6]=2[N:7]=1)[CH:11]=[O:12])[CH3:14] |f:3.4|. Procedure details: The mixture of 6-bromomethyl-2-(N-ethylformamido)benzoxazole (0.35 g) and triphenylphosphine (0.32 g) in tetrahydrofuran (5 ml) was refluxed for 1.8 hours and the mixture was cooled to 0°-5° C. The isolated precipitate was collected by filtration to give [2-(N-ethylformamido)benzoxazol-6-yl]methyltriphenylphosphonium bromide (0.51 g). Starting materials: CS(=O)C (dimethyl sulfoxide), ClC=1N(C2=NC(=NC(=C2N1)N1CCOCC1)C=1C=NC(=NC1)N)CC1CC1 (5-[8-chloro-9-(cyclopropylmethyl)-6-morpholin-4-yl-9H-purin-2-yl]pyrimidin-2-amine), N1CCNCC1 (piperazine). Run in ClCCl.CO (dichloromethane methanol). Conditions: time 2.5 hour. The product is C1(CC1)CN1C2=NC(=NC(=C2N=C1N1CCNCC1)N1CCOCC1)C=1C=NC(=NC1)N (5-[9-(Cyclopropylmethyl)-6-morpholin-4-yl-8-piperazin-1-yl-9H-purin-2-yl]pyrimidin-2-amine). Yield: 87.6%. Reaction SMILES: CS(C)=O.Cl[C:6]1[N:7]([CH2:28][CH:29]2[CH2:31][CH2:30]2)[C:8]2[C:13]([N:14]=1)=[C:12]([N:15]1[CH2:20][CH2:19][O:18][CH2:17][CH2:16]1)[N:11]=[C:10]([C:21]1[CH:22]=[N:23][C:24]([NH2:27])=[N:25][CH:26]=1)[N:9]=2.[NH:32]1[CH2:37][CH2:36][NH:35][CH2:34][CH2:33]1>ClCCl.CO>[CH:29]1([CH2:28][N:7]2[C:6]([N:32]3[CH2:37][CH2:36][NH:35][CH2:34][CH2:33]3)=[N:14][C:13]3[C:8]2=[N:9][C:10]([C:21]2[CH:22]=[N:23][C:24]([NH2:27])=[N:25][CH:26]=2)=[N:11][C:12]=3[N:15]2[CH2:20][CH2:19][O:18][CH2:17][CH2:16]2)[CH2:31][CH2:30]1 |f:3.4|. Reported procedure: A dimethyl sulfoxide solution (0.8 ml) of 5-[8-chloro-9-(cyclopropylmethyl)-6-morpholin-4-yl-9H-purin-2-yl]pyrimidin-2-amine (78.3 mg, 0.20 mmol) and piperazine (67.6 mg, 0.78 mmol) was heated at 140° C. and stirred for 2.5 hours. The mixture was left standing to cool followed by the addition of dichloromethane-methanol (10:1) and the resulting mixture was washed with saturated aqueous sodium hydrogen carbonate solution. The organic layer was dried over anhydrous sodium sulfate, the mixture was ...